This data is from the Open Reaction Database (ORD), a public repository of structured organic reaction records. The task is: describe an organic reaction: reactants, conditions, products, and yield Starting materials: CI, CN(C)C=O, NC(c1ccccc1)C1CCN1C(c1ccccc1)c1ccccc1, [H-], [Na+]. Product: CNC(c1ccccc1)C1CCN1C(c1ccccc1)c1ccccc1. Reaction SMILES: [CH3:28][I:29].[CH3:30][N:31]([CH3:32])[CH:33]=[O:34].[CH:1]([c:2]1[cH:3][cH:4][cH:5][cH:6][cH:7]1)([c:8]1[cH:9][cH:10][cH:11][cH:12][cH:13]1)[N:14]1[CH:15]([CH:18]([c:19]2[cH:20][cH:21][cH:22][cH:23][cH:24]2)[NH2:25])[CH2:16][CH2:17]1.[H-:26].[Na+:27]>>[CH:1]([c:2]1[cH:3][cH:4][cH:5][cH:6][cH:7]1)([c:8]1[cH:9][cH:10][cH:11][cH:12][cH:13]1)[N:14]1[CH:15]([CH:18]([c:19]2[cH:20][cH:21][cH:22][cH:23][cH:24]2)[NH:25][CH3:28])[CH2:16][CH2:17]1.